From a dataset of the Open Reaction Database (ORD), a public repository of structured organic reaction records. describe an organic reaction: reactants, conditions, products, and yield Reactants: C1CCOC1, CO, O=C(Cl)c1ccccc1F, Nc1cccc2c1C(=O)N(C1CCC(=O)NC1=O)C2=O. Yields the product O=C1CCC(N2C(=O)c3cccc(NC(=O)c4ccccc4F)c3C2=O)C(=O)N1. As a reaction SMILES: [CH2:33]1[O:34][CH2:35][CH2:36][CH2:37]1.[CH3:31][OH:32].[F:21][c:22]1[c:23]([C:24](=[O:25])[Cl:26])[cH:27][cH:28][cH:29][cH:30]1.[NH2:1][c:2]1[c:3]2[c:7]([cH:8][cH:9][cH:10]1)[C:6](=[O:11])[N:5]([CH:12]1[C:13](=[O:19])[NH:14][C:15](=[O:18])[CH2:16][CH2:17]1)[C:4]2=[O:20]>>[NH:1]([c:2]1[c:3]2[c:7]([cH:8][cH:9][cH:10]1)[C:6](=[O:11])[N:5]([CH:12]1[C:13](=[O:19])[NH:14][C:15](=[O:18])[CH2:16][CH2:17]1)[C:4]2=[O:20])[C:24]([c:23]1[c:22]([F:21])[cH:30][cH:29][cH:28][cH:27]1)=[O:25].